This data is from the Open Reaction Database (ORD), a public repository of structured organic reaction records. The task is: describe an organic reaction: reactants, conditions, products, and yield Starting materials: CN1C=C(C2=CC=CC=C12)C=1C(OC(C1C1=CC(=CC=C1)OCCCN=[N+]=[N-])=O)=O (3-(1-methylindol-3-yl)-4-[3-(3-azidopropyloxy)phenyl]furan-2,5-dione), [OH-].[NH4+] (ammonium hydroxide). Run in CN(C)C=O (DMF), O (water). Run at temperature 140 celsius. Yields the product CN1C=C(C2=CC=CC=C12)C=1C(NC(C1C1=CC(=CC=C1)OCCCN=[N+]=[N-])=O)=O (3-(1-methylindol-3-yl)-4-[3-(3-azidopropyloxy)phenyl]-1H-pyrrole-2,5-dione). As a reaction SMILES: [CH3:1][N:2]1[C:10]2[C:5](=[CH:6][CH:7]=[CH:8][CH:9]=2)[C:4]([C:11]2[C:12](=[O:30])O[C:14](=[O:29])[C:15]=2[C:16]2[CH:21]=[CH:20][CH:19]=[C:18]([O:22][CH2:23][CH2:24][CH2:25][N:26]=[N+:27]=[N-:28])[CH:17]=2)=[CH:3]1.[OH-].[NH4+:32]>CN(C=O)C.O>[CH3:1][N:2]1[C:10]2[C:5](=[CH:6][CH:7]=[CH:8][CH:9]=2)[C:4]([C:11]2[C:12](=[O:30])[NH:32][C:14](=[O:29])[C:15]=2[C:16]2[CH:21]=[CH:20][CH:19]=[C:18]([O:22][CH2:23][CH2:24][CH2:25][N:26]=[N+:27]=[N-:28])[CH:17]=2)=[CH:3]1 |f:1.2|. Procedure details: To a solution of 3-(1-methylindol-3-yl)-4-[3-(3-azidopropyloxy)phenyl]furan-2,5-dione (1.0 g) in DMF (7 mL) was added and ammonium hydroxide (50 mL). The reaction mixture was heated at 140° C. for 3.5 h, then cooled to room temperature and diluted with water. The precipitates were filtered and dried to give 3-(1-methylindol-3-yl)-4-[3-(3-azidopropyloxy)phenyl]-1H-pyrrole-2,5-dione (0.58 g). MS (EI): M+ 401. The reactants are ClCCNC(=O)N1N=C(C=C1C)NC(=O)NCCCl (3-[3-(2-Chloro-ethyl)-ureido]-5-methyl-pyrazole-1-carboxylic acid (2-chloro-ethyl)-amide), [O-]CC.[Na+] (sodium ethoxide), [Na] (sodium), C(C)O (ethanol). The solvent is C1CCOC1 (THF). Run at time 20 hour. Yields the product CC1=CC(=NN1)N1C(NCC1)=O (1-(5-Methyl-1H-pyrazol-3-yl)-imidazolidin-2-one). Reaction SMILES: ClCCNC([N:7]1[C:11]([CH3:12])=[CH:10][C:9]([NH:13][C:14]([NH:16][CH2:17][CH2:18]Cl)=[O:15])=[N:8]1)=O.[O-]CC.[Na+].[Na].C(O)C>C1COCC1>[CH3:12][C:11]1[NH:7][N:8]=[C:9]([N:13]2[CH2:18][CH2:17][NH:16][C:14]2=[O:15])[CH:10]=1 |f:1.2,^1:23|. Procedure: To a solution of 3-[3-(2-Chloro-ethyl)-ureido]-5-methyl-pyrazole-1-carboxylic acid (2-chloro-ethyl)-amide (14.5 g, 47.05 mmol) in THF (100 mL) was added sodium ethoxide solution prepared from sodium (2.2 g, 95.65 mmol) and ethanol (100 mL) and then the reaction mixture was stirred at RT for 20 h. Precipitation of white solid was observed. The reaction mixture was cooled to 0° C. and stirred for ˜2 h. The precipitated solid was collected by filtration, washed with ethanol and water, and dried und... Reactants: [BH4-].[Na+] (Sodium borohydride), CC=1C=C(C=CC1[N+](=O)[O-])OC1CCN(CC1)C(=O)OCC1=CC=CC=C1 (Phenylmethyl 4-[(3-methyl-4-nitrophenyl)oxy]-1-piperidinecarboxylate), [BH4-].[Na+] (sodium borohydride). The reagents and catalysts are O.O.O.O.O.O.[Ni](Cl)Cl (Nickel(II) chloride hexahydrate). The solvent is CO (MeOH). Run at temperature 0 celsius. Product: NC1=C(C=C(C=C1)OC1CCN(CC1)C(=O)OCC1=CC=CC=C1)C (phenylmethyl 4-[(4-amino-3-methylphenyl)oxy]-1-piperidinecarboxylate). The yield is 77.6%. RXN SMILES: [CH3:1][C:2]1[CH:3]=[C:4]([O:11][CH:12]2[CH2:17][CH2:16][N:15]([C:18]([O:20][CH2:21][C:22]3[CH:27]=[CH:26][CH:25]=[CH:24][CH:23]=3)=[O:19])[CH2:14][CH2:13]2)[CH:5]=[CH:6][C:7]=1[N+:8]([O-])=O.[BH4-].[Na+]>CO.O.O.O.O.O.O.[Ni](Cl)Cl>[NH2:8][C:7]1[CH:6]=[CH:5][C:4]([O:11][CH:12]2[CH2:13][CH2:14][N:15]([C:18]([O:20][CH2:21][C:22]3[CH:27]=[CH:26][CH:25]=[CH:24][CH:23]=3)=[O:19])[CH2:16][CH2:17]2)=[CH:3][C:2]=1[CH3:1] |f:1.2,4.5.6.7.8.9.10|. Reported procedure: Phenylmethyl 4-[(3-methyl-4-nitrophenyl)oxy]-1-piperidinecarboxylate (0.798 g, 2.15 mmol) was dissolved in 20 mL of MeOH with stirring. Nickel(II) chloride hexahydrate (0.256 g, 1.08 mmol) was added and the mixture was cooled to 0° C. Sodium borohydride (0.163 g, 4.31 mmol) was added, and the mixture was stirred for 20 min. Additional sodium borohydride (˜20 to 30 mg) was added, and the mixture was stirred for 10 min more. The reaction was quenched by the addition of approximately 15 mL of 2N so...